This data is from the Open Reaction Database (ORD), a public repository of structured organic reaction records. The task is: describe an organic reaction: reactants, conditions, products, and yield Starting materials: C(#N)C[C@@H]1C=2C=3C(=NC=NC3SC2CC1)OC1CCC(CC1)(C)N(C(OC(C)(C)C)=O)C (tert-butyl N-(4-[[(3R)-3-(cyanomethyl)-7-thia-9,11-diazatricyclo[6.4.0.0[2,6]]dodeca-1(8),2(6),9,11-tetraen-12-yl]oxy]-1-methylcyclohexyl)-N-methylcarbamate), O[Li].O (LiOH.H2O), OO (H2O2). Solvent: CO (methanol). Conditions: temperature 0 celsius, time 4 hour. Yields the product C(N)(=O)C[C@@H]1C=2C=3C(=NC=NC3SC2CC1)OC1CCC(CC1)(C)N(C(OC(C)(C)C)=O)C (tert-butyl N-(4-[[(3R)-3-(carbamoylmethyl)-7-thia-9,11-diazatricyclo[6.4.0.0[2,6]]dodeca-1(8),2(6),9,11-tetraen-12-yl]oxy]-1-methylcyclohexyl)-N-methylcarbamate). The yield is 89.5%. RXN SMILES: [C:1]([CH2:3][C@H:4]1[CH2:15][CH2:14][C:13]2[S:12][C:11]3[N:10]=[CH:9][N:8]=[C:7]([O:16][CH:17]4[CH2:22][CH2:21][C:20]([N:24]([CH3:32])[C:25](=[O:31])[O:26][C:27]([CH3:30])([CH3:29])[CH3:28])([CH3:23])[CH2:19][CH2:18]4)[C:6]=3[C:5]1=2)#[N:2].[OH:33][Li].O.OO>CO>[C:1]([CH2:3][C@H:4]1[CH2:15][CH2:14][C:13]2[S:12][C:11]3[N:10]=[CH:9][N:8]=[C:7]([O:16][CH:17]4[CH2:18][CH2:19][C:20]([N:24]([CH3:32])[C:25](=[O:31])[O:26][C:27]([CH3:28])([CH3:30])[CH3:29])([CH3:23])[CH2:21][CH2:22]4)[C:6]=3[C:5]1=2)(=[O:33])[NH2:2] |f:1.2|. Reported procedure: To a solution of tert-butyl N-(4-[[(3R)-3-(cyanomethyl)-7-thia-9,11-diazatricyclo[6.4.0.0[2,6]]dodeca-1(8),2(6),9,11-tetraen-12-yl]oxy]-1-methylcyclohexyl)-N-methylcarbamate (100 mg, 0.2 mmol, 1.00 equiv) in 10 mL of methanol was added LiOH.H2O (30 mg, 0.7 mmol, 3.26 equiv) and H2O2 (30%, 0.8 mL) and stirred for 4 h at 0° C. The reaction was then quenched with saturated aqueous NaHSO3, extracted with 3×50 mL of ethyl acetate. The combined organic layers were washed with brine, dried over sodium ... The reactants are FC(C=1C=C(CN(C2=NC=C(C=N2)OCCCC(=O)OCC)CC2=C(C=CC(=C2)C(F)(F)F)N(CC)C(=O)OCC)C=C(C1)C(F)(F)F)(F)F (Ethyl 4-(2-{(3,5-bis-trifluoromethyl-benzyl)-[2-(ethoxycarbonyl-ethyl-amino)-5-trifluoromethyl-benzyl]-amino}-pyrimidin-5-yloxy)-butyrate), [OH-].[Na+] (sodium hydroxide). The solvent is C(C)O (ethanol). Reaction conditions: time 1.5 hour. Yields the product FC(C=1C=C(CN(C2=NC=C(C=N2)OCCCC(=O)O)CC2=C(C=CC(=C2)C(F)(F)F)N(CC)C(=O)OCC)C=C(C1)C(F)(F)F)(F)F (4-(2-{(3,5-bis-trifluoromethyl-benzyl)-[2-(ethoxycarbonyl-ethyl-amino)-5-trifluoromethyl-benzyl]-amino}-pyrimidin-5-yloxy)-butyric acid). Isolated yield 90.0%. RXN SMILES: [F:1][C:2]([F:50])([F:49])[C:3]1[CH:4]=[C:5]([CH:42]=[C:43]([C:45]([F:48])([F:47])[F:46])[CH:44]=1)[CH2:6][N:7]([CH2:23][C:24]1[CH:29]=[C:28]([C:30]([F:33])([F:32])[F:31])[CH:27]=[CH:26][C:25]=1[N:34]([C:37]([O:39][CH2:40][CH3:41])=[O:38])[CH2:35][CH3:36])[C:8]1[N:13]=[CH:12][C:11]([O:14][CH2:15][CH2:16][CH2:17][C:18]([O:20]CC)=[O:19])=[CH:10][N:9]=1.[OH-].[Na+]>C(O)C>[F:50][C:2]([F:1])([F:49])[C:3]1[CH:4]=[C:5]([CH:42]=[C:43]([C:45]([F:46])([F:47])[F:48])[CH:44]=1)[CH2:6][N:7]([CH2:23][C:24]1[CH:29]=[C:28]([C:30]([F:33])([F:32])[F:31])[CH:27]=[CH:26][C:25]=1[N:34]([C:37]([O:39][CH2:40][CH3:41])=[O:38])[CH2:35][CH3:36])[C:8]1[N:9]=[CH:10][C:11]([O:14][CH2:15][CH2:16][CH2:17][C:18]([OH:20])=[O:19])=[CH:12][N:13]=1 |f:1.2|. Reported procedure: Ethyl 4-(2-{(3,5-bis-trifluoromethyl-benzyl)-[2-(ethoxycarbonyl-ethyl-amino)-5-trifluoromethyl-benzyl]-amino}-pyrimidin-5-yloxy)-butyrate (170 mg) is dissolved in ethanol (2 ml), and thereto is added 2N-aqueous sodium hydroxide solution (352 μl) and the mixture is stirred at room temperature for 1.5 hours and concentrated under reduced pressure. To the residue are added ethyl acetate and a 1N-hydrochloric acid, and the mixture is separated, and the organic layer is washed with a saturated brine,... Reactants: ClCC1=CC=C(C=C1)CC(=O)O (4-chloromethylphenyl acetic acid), O1CCN(CC1)NC([S-])=S (morpholinodithiocarbamate). The solvent is CO (methanol). Yields the product C1(=CC=CC=C1)CC(=O)O (phenylacetic acid). Reaction SMILES: ClC[C:3]1[CH:8]=[CH:7][C:6]([CH2:9][C:10]([OH:12])=[O:11])=[CH:5][CH:4]=1.O1CCN(NC(=S)[S-])CC1>CO>[C:6]1([CH2:9][C:10]([OH:12])=[O:11])[CH:7]=[CH:8][CH:3]=[CH:4][CH:5]=1. Reported procedure: A solution of 1.85 g (0.01 mole) of 4-chloromethylphenyl acetic acid and 6.25 g (0.025 mole) of freshly prepared morpholinodithiocarbamate salt in 250 ml of methanol was stirred under nitrogen for 20 hours at room temperature. The solvent was evaporated, water was added and the solution was acidified to pH 1 using aqueous 10% hydrochloric acid then extracted with ethylacetate, dried over anhydrous magnesium sulfate and evaporated. The residue was recrystallized from ethylacetate to give p-morpho...